Dataset: the Open Reaction Database (ORD), a public repository of structured organic reaction records. Task: describe an organic reaction: reactants, conditions, products, and yield Starting materials: BrCCCCCCC1=CC=C(C=C1)Cl (1-(6-bromohexyl)-4chlorobenzene), S(O)(O)(=O)=O (sulfuric acid), [Mg] (magnesium), C[Si](Cl)(C)C (trimethylchlorosilane). Reagents/catalysts: BrCCCCCCC1=CC=C(C=C1)Cl (1-(6-bromohexyl)-4-chlorobenzene), [Li+].[Li+].[Cl-].[Cl-].[Cl-].[Cl-].[Cu+2] (dilithium tetrachlorocuprate). Run in O1CCCC1 (tetrahydrofuran), COC(C)(C)C (tert-butyl methyl ether), O1CCCC1 (tetrahydrofuran), O1CCCC1 (tetrahydrofuran). Reaction conditions: temperature 60 celsius, time 2.5 hour. The product is ClC1=CC=C(C=C1)C(CCCCC)[Si](C)(C)C (1-chloro-4-(1-trimethylsilylhexyl)benzene). Yield: 39.0%. As a reaction SMILES: [Mg].Br[CH2:3][CH2:4][CH2:5][CH2:6][CH2:7][CH2:8][C:9]1[CH:14]=[CH:13][C:12]([Cl:15])=[CH:11][CH:10]=1.[CH3:16][Si:17]([CH3:20])([CH3:19])Cl.S(=O)(=O)(O)O>BrCCCCCCC1C=CC(Cl)=CC=1.O1CCCC1.COC(C)(C)C.[Li+].[Li+].[Cl-].[Cl-].[Cl-].[Cl-].[Cu+2]>[Cl:15][C:12]1[CH:13]=[CH:14][C:9]([CH:8]([Si:17]([CH3:20])([CH3:19])[CH3:16])[CH2:7][CH2:6][CH2:5][CH2:4][CH3:3])=[CH:10][CH:11]=1 |f:7.8.9.10.11.12.13|. Procedure: Approximately 2 g (82 mMol) of magnesium in a flask were moistened with tetrahydrofuran. A Grignard reaction was initiated using 5 drops of 1-(6-bromohexyl)-4-chlorobenzene. The remainder of a total of 17 g of the halogen compound (61 mMol), dissolved in 50 ml of tetrahydrofuran, was added dropwise at 50° to 60° C. When the addition was complete, the mixture was kept at this temperature for an additional 2.5 hours, and a solution of 12 g (110 mMol) of trimethylchlorosilane and a catalytic amount...